This data is from the Open Reaction Database (ORD), a public repository of structured organic reaction records. The task is: describe an organic reaction: reactants, conditions, products, and yield The reactants are C1CCOC1, CC12C=CCC1C1CCC3CC(=O)CCC3C1CC2, O, OO. Reaction SMILES: [CH2:23]1[O:24][CH2:25][CH2:26][CH2:27]1.[CH3:1][C:2]12[CH:3]=[CH:4][CH2:5][CH:6]1[CH:7]1[CH2:8][CH2:9][CH:10]3[CH2:11][C:12](=[O:19])[CH2:13][CH2:14][CH:15]3[CH:16]1[CH2:17][CH2:18]2.[OH2:20].[OH:21][OH:22]>>[CH3:1][C:2]12[CH:3]=[CH:4][CH2:5][CH:6]1[CH:7]1[CH2:8][CH2:9][CH:10]3[CH2:11][CH:12]([OH:19])[CH2:13][CH2:14][CH:15]3[CH:16]1[CH2:17][CH2:18]2. Product: CC12C=CCC1C1CCC3CC(O)CCC3C1CC2. The reactants are OC1=CC2=C(C(CO2)=O)C=C1 (6-hydroxy-2H-benzofuran-3-one), ClC=1C=C(C=O)C(=CC1)N (3-chloro-6-aminobenzaldehyde), Cl (hydrochloric acid). Run in CO (methanol). Product: ClC=1C=C(C(=CC1)N)C=C1OC2=C(C1=O)C=CC(=C2)O (2-[(3-chloro-6-aminophenyl)methylene]-6-hydroxy-3(2H)-benzofuranone). Yield: 74.1%. As a reaction SMILES: [OH:1][C:2]1[CH:11]=[CH:10][C:5]2[C:6](=[O:9])[CH2:7][O:8][C:4]=2[CH:3]=1.[Cl:12][C:13]1[CH:14]=[C:15]([C:18]([NH2:21])=[CH:19][CH:20]=1)[CH:16]=O.Cl>CO>[Cl:12][C:13]1[CH:14]=[C:15]([CH:16]=[C:7]2[C:6](=[O:9])[C:5]3[CH:10]=[CH:11][C:2]([OH:1])=[CH:3][C:4]=3[O:8]2)[C:18]([NH2:21])=[CH:19][CH:20]=1. Reported procedure: After 6-hydroxy-2H-benzofuran-3-one 1 g and 3-chloro-6-aminobenzaldehyde 1.24 g were dissolved in methanol 75 ml, concentrated hydrochloric acid 50 ml was added, and the mixture was refluxed for 1.5 hours. The solution was cooled to room temperature, and precipitated crystals were filtered and dried over phosphorous pentoxide at a temperature of 60° C. for five hours under reduced pressure to obtain the desired compound 1.42 g. The reactants are C1COCCO1, Cl, CCC1CN=C2C(NC(=O)OC(C)(C)C)CCC(c3cccc(F)c3F)CN21. Yields the product CCC1CN=C2C(N)CCC(c3cccc(F)c3F)CN21. Reaction SMILES: [CH2:30]1[O:31][CH2:32][CH2:33][O:34][CH2:35]1.[ClH:1].[F:2][c:3]1[c:4]([CH:10]2[CH2:11][CH2:12][CH:13]([NH:22][C:23](=[O:24])[O:25][C:26]([CH3:27])([CH3:28])[CH3:29])[C:14]3=[N:19][CH2:18][CH:17]([CH2:20][CH3:21])[N:15]3[CH2:16]2)[cH:5][cH:6][cH:7][c:8]1[F:9]>>[F:2][c:3]1[c:4]([CH:10]2[CH2:11][CH2:12][CH:13]([NH2:22])[C:14]3=[N:19][CH2:18][CH:17]([CH2:20][CH3:21])[N:15]3[CH2:16]2)[cH:5][cH:6][cH:7][c:8]1[F:9].